Dataset: the Open Reaction Database (ORD), a public repository of structured organic reaction records. Task: describe an organic reaction: reactants, conditions, products, and yield Starting materials: BrC1=CC=C2C=3C(C4=C(C(C3NC2=C1)(C)C)C=C(C=C4)OC[C@@H]4OC(OC4)(C)C)=O (3-Bromo-8-((S)-2,2-dimethyl-[1,3]dioxolan-4-ylmethoxy)-6,6-dimethyl-5,6-dihydro-benzo[b]carbazol-11-one), S1C=C(C=C1)B(O)O (thiophene-3-boronic acid), [O-]P(=O)([O-])[O-].[K+].[K+].[K+] (K3PO4). Reagents/catalysts: C=1C=CC(=CC1)[P](C=2C=CC=CC2)(C=3C=CC=CC3)[Pd]([P](C=4C=CC=CC4)(C=5C=CC=CC5)C=6C=CC=CC6)([P](C=7C=CC=CC7)(C=8C=CC=CC8)C=9C=CC=CC9)[P](C=1C=CC=CC1)(C=1C=CC=CC1)C=1C=CC=CC1 (Pd (PPh3)4). Run in CC(=O)N(C)C (DMA), O (water), C(C)(=O)OCC (ethyl acetate). Yields the product CC1(OC[C@@H](O1)COC=1C=CC2=C(C(C=3NC4=CC(=CC=C4C3C2=O)C2=CSC=C2)(C)C)C1)C (8-((S)-2,2-dimethyl-[1,3]dioxolan-4-yl methoxy)-6,6-dimethyl-3-thiphen-3-yl-5,6-dihydro-benzo[b]carbazol-11-one). As a reaction SMILES: Br[C:2]1[CH:14]=[C:13]2[C:5]([C:6]3[C:7](=[O:30])[C:8]4[CH:20]=[CH:19][C:18]([O:21][CH2:22][C@H:23]5[CH2:27][O:26][C:25]([CH3:29])([CH3:28])[O:24]5)=[CH:17][C:9]=4[C:10]([CH3:16])([CH3:15])[C:11]=3[NH:12]2)=[CH:4][CH:3]=1.[S:31]1[CH:35]=[CH:34][C:33](B(O)O)=[CH:32]1.[O-]P([O-])([O-])=O.[K+].[K+].[K+]>CC(N(C)C)=O.O.C(OCC)(=O)C.C1C=CC([P]([Pd]([P](C2C=CC=CC=2)(C2C=CC=CC=2)C2C=CC=CC=2)([P](C2C=CC=CC=2)(C2C=CC=CC=2)C2C=CC=CC=2)[P](C2C=CC=CC=2)(C2C=CC=CC=2)C2C=CC=CC=2)(C2C=CC=CC=2)C2C=CC=CC=2)=CC=1>[CH3:29][C:25]1([CH3:28])[O:24][C@@H:23]([CH2:22][O:21][C:18]2[CH:19]=[CH:20][C:8]3[C:7](=[O:30])[C:6]4[C:5]5[C:13](=[CH:14][C:2]([C:33]6[CH:34]=[CH:35][S:31][CH:32]=6)=[CH:3][CH:4]=5)[NH:12][C:11]=4[C:10]([CH3:15])([CH3:16])[C:9]=3[CH:17]=2)[CH2:27][O:26]1 |f:2.3.4.5,^1:63,65,84,103|. Procedure details: 3-Bromo-8-((S)-2,2-dimethyl-[1,3]dioxolan-4-ylmethoxy)-6,6-dimethyl-5,6-dihydro-benzo[b]carbazol-11-one (20.0 mg, 0.043 mmol), thiophene-3-boronic acid (10.9 mg, 0.085 mmol), K3PO4 (40 mg) and Pd (PPh3)4 (9.9 mg, 0.0086 mmol) were dissolved in DMA (0.8 ml) and water (0.2 ml), and stirred at 140° C. for 10 min under microwave irradiation. The reaction solution was diluted with ethyl acetate and washed with saturated brine. The organic layer was concentrated under reduced pressure, and the resulti... Reactants: N1=CC=NC2=CC(=CC=C12)N (quinoxalin-6-amine), C(C)(=O)OC(C)=O (acetic anhydride). The product is N1=CC=NC2=CC(=CC=C12)NC(C)=O (N-(quinoxalin-6-yl)acetamide). The yield is 47.0%. Reaction SMILES: [N:1]1[C:10]2[C:5](=[CH:6][C:7]([NH2:11])=[CH:8][CH:9]=2)[N:4]=[CH:3][CH:2]=1.[C:12](OC(=O)C)(=[O:14])[CH3:13]>>[N:1]1[C:10]2[C:5](=[CH:6][C:7]([NH:11][C:12](=[O:14])[CH3:13])=[CH:8][CH:9]=2)[N:4]=[CH:3][CH:2]=1. Reported procedure: A solution of quinoxalin-6-amine (14.0 g, 0.97 mol) in acetic anhydride (120 mL) was stirred at 100° C. for 1 h. Excess acetic anhydride was removed under reduced pressure. To the residue was added 150 mL of saturated aqueous sodium bicarbonate solution. The mixture was extracted with DCM (3×150 mL), and the combined organic layers were dried over sodium sulfate and concentrated under reduce pressure to give N-(quinoxalin-6-yl)acetamide as a yellow solid (8.4 g, yield 47%). ESI MS: m/z 188.1 [M+... Starting materials: ClCCl (dichloromethane), C(C)(C)(C)O (tert-butanol), BrBr (bromine), N1=CC(=CC=C1)CC(=O)O (3-pyridylacetic acid), ClCCl (dichloromethane), P(Cl)(Cl)(Cl)(Cl)Cl (phosphorus pentachloride). Reagents/catalysts: P(Br)(Br)Br (phosphorus tribromide). Run in N1=CC=CC=C1 (pyridine). Yields the product BrC(C(=O)OC(C)(C)C)C=1C=NC=CC1 (t-butyl 2-bromo-2-(3-pyridyl)acetate). Yield: 43.6%. As a reaction SMILES: [Br:1]Br.[N:3]1[CH:8]=[CH:7][CH:6]=[C:5]([CH2:9][C:10]([OH:12])=[O:11])[CH:4]=1.ClCCl.P(Cl)(Cl)(Cl)(Cl)Cl.[C:22](O)([CH3:25])([CH3:24])[CH3:23]>P(Br)(Br)Br.N1C=CC=CC=1>[Br:1][CH:9]([C:5]1[CH:4]=[N:3][CH:8]=[CH:7][CH:6]=1)[C:10]([O:12][C:22]([CH3:25])([CH3:24])[CH3:23])=[O:11]. Procedure details: After 3.7 ml (71.8 mmols) of bromine and 0.1 ml (0.1 mmol) of phosphorus tribromide were added to 10 g (57.6 mmoles) of 3-pyridylacetic acid, the resulting mixture was stirred at 80° to 90° C. for an hour. At room temperature 150 ml of dichloromethane was added to the mixture and 13.0 g (62.4 mmols) of phosphorus pentachloride was further added thereto. The mixture was stirred for an hour. The solution was dropwise added at -60° to -70° C. to a mixture of 150 ml of dichloromethane, 27 ml of tert... RXN SMILES: [C:1]1([C:7]2[N:16]=[C:15]([CH2:17][CH2:18][C:19]([O:21]CC)=O)[C:14]3[C:9](=[CH:10][CH:11]=[CH:12][CH:13]=3)[N:8]=2)[CH:6]=[CH:5][CH:4]=[CH:3][CH:2]=1>C(NCC)C>[CH2:7]([N:8]([CH2:9][CH3:10])[C:19](=[O:21])[CH2:18][CH2:17][C:15]1[C:14]2[C:9](=[CH:10][CH:11]=[CH:12][CH:13]=2)[N:8]=[C:7]([C:1]2[CH:6]=[CH:5][CH:4]=[CH:3][CH:2]=2)[N:16]=1)[CH3:1]. Run at temperature 250 celsius. Yields the product C(C)N(C(CCC1=NC(=NC2=CC=CC=C12)C1=CC=CC=C1)=O)CC (N,N-Diethyl-2-phenyl-4-quinazolinepropanamide). The solvent is C(C)NCC (diethylamine). Reactants: C1(=CC=CC=C1)C1=NC2=CC=CC=C2C(=N1)CCC(=O)OCC (ethyl 2-phenyl-4-quinazolinepropionate). Procedure details: A mixture of ethyl 2-phenyl-4-quinazolinepropionate (4.3 g) and diethylamine (30 cc) is heated to 250°C. for 40 hours. After the mixture is cooled, the excess diethylamine is evaporated off. The residue is chromatographed on silica gel with a cyclohexane/ethyl acetate (1:1 by volume) mixture as eluant. The product (3.2 g) is recovered and recrystallized in isopropyl ether. N,N-Diethyl-2-phenyl-4-quinazolinepropanamide (2.2 g), m.p. 103° C., is obtained. Isolated yield 94.0%. The reactants are IC=1N=CN(C1)C(C1=CC=CC=C1)(C1=CC=CC=C1)C1=CC=CC=C1 (4-Iodo-1-trityl-1H-imidazole), C(C)[Mg]Br (ethylmagnesium bromide), BrC=1N=CC=NC1 (5-bromopyrazine). Reagents/catalysts: [Cl-].[Zn+2].[Cl-] (zinc chloride), [Pd].C1(=CC=CC=C1)P(C1=CC=CC=C1)C1=CC=CC=C1.C1(=CC=CC=C1)P(C1=CC=CC=C1)C1=CC=CC=C1.C1(=CC=CC=C1)P(C1=CC=CC=C1)C1=CC=CC=C1.C1(=CC=CC=C1)P(C1=CC=CC=C1)C1=CC=CC=C1 (tetrakis(triphenylphosphine) palladium). The solvent is C1CCOC1 (THF). Conditions: time 90 minute. The product is N1C=NC(=C1)C1=NC=CN=C1 (2-(1H-Imidazol-4-yl)-pyrazine). Reaction SMILES: I[C:2]1[N:3]=[CH:4][N:5](C(C2C=CC=CC=2)(C2C=CC=CC=2)C2C=CC=CC=2)[CH:6]=1.C([Mg]Br)C.Br[C:31]1[N:32]=[CH:33][CH:34]=[N:35][CH:36]=1>C1COCC1.[Cl-].[Zn+2].[Cl-].[Pd].C1(P(C2C=CC=CC=2)C2C=CC=CC=2)C=CC=CC=1.C1(P(C2C=CC=CC=2)C2C=CC=CC=2)C=CC=CC=1.C1(P(C2C=CC=CC=2)C2C=CC=CC=2)C=CC=CC=1.C1(P(C2C=CC=CC=2)C2C=CC=CC=2)C=CC=CC=1>[NH:5]1[CH:6]=[C:2]([C:31]2[CH:36]=[N:35][CH:34]=[CH:33][N:32]=2)[N:3]=[CH:4]1 |f:4.5.6,7.8.9.10.11|. Procedure details: To a solution of 4-Iodo-1-trityl-1H-imidazole (1 eq) in THF at room temperature was added ethylmagnesium bromide (1.2 eq) under dry conditions. After stirring for 90 minutes, zinc chloride (1.2 eq) was added to the reaction mixture. After stirring for another 90 minutes, tetrakis(triphenylphosphine) palladium (10%) and 5-bromopyrazine (1.3 eq) were added to the reaction mixture. Subsequent reaction conditions and work up are as described previously in Example 73, the resulting solid 2-(1H-Imidaz... Reactants: COC(=O)C(Br)c1ccc(OCC(C)Oc2ccc(F)cc2)cc1, Oc1ccc(C(F)(F)F)cc1, C1CCOC1. The product is COC(=O)C(Oc1ccc(C(F)(F)F)cc1)c1ccc(OCC(C)Oc2ccc(F)cc2)cc1. As a reaction SMILES: [Br:1][CH:2]([C:3](=[O:4])[O:5][CH3:6])[c:7]1[cH:8][cH:9][c:10]([O:13][CH2:14][CH:15]([CH3:16])[O:17][c:18]2[cH:19][cH:20][c:21]([F:24])[cH:22][cH:23]2)[cH:11][cH:12]1.[F:25][C:26]([c:27]1[cH:28][cH:29][c:30]([OH:33])[cH:31][cH:32]1)([F:34])[F:35].[O:36]1[CH2:37][CH2:38][CH2:39][CH2:40]1>>[CH:2]([C:3](=[O:4])[O:5][CH3:6])([c:7]1[cH:8][cH:9][c:10]([O:13][CH2:14][CH:15]([CH3:16])[O:17][c:18]2[cH:19][cH:20][c:21]([F:24])[cH:22][cH:23]2)[cH:11][cH:12]1)[O:33][c:30]1[cH:29][cH:28][c:27]([C:26]([F:25])([F:34])[F:35])[cH:32][cH:31]1.